This data is from the Open Reaction Database (ORD), a public repository of structured organic reaction records. The task is: describe an organic reaction: reactants, conditions, products, and yield The reactants are CN(C1=NC(=CC=N1)C=1SC2=C(C(N1)=O)C=CC=C2)CC(=O)OC(C)(C)C (tert-Butyl {methyl [6-(4-oxo-4H-1,3-benzothiazin-2-yl)-2-pyrimidinyl]amino}acetate), C(C)(C)OC(C)C (Diisopropyl ether). The solvent is FC(C(=O)O)(F)F (trifluoroacetic acid). Run at time 0.5 hour. The product is CN(C1=NC(=CC=N1)C=1SC2=C(C(N1)=O)C=CC=C2)CC(=O)O ({Methyl [6-(4-oxo-4H-1,3-benzothiazin-2-yl)-2-pyrimidinyl]amino}acetic acid). Isolated yield 87.9%. RXN SMILES: [CH3:1][N:2]([CH2:20][C:21]([O:23]C(C)(C)C)=[O:22])[C:3]1[N:8]=[CH:7][CH:6]=[C:5]([C:9]2[S:10][C:11]3[CH:19]=[CH:18][CH:17]=[CH:16][C:12]=3[C:13](=[O:15])[N:14]=2)[N:4]=1.C(OC(C)C)(C)C>FC(F)(F)C(O)=O>[CH3:1][N:2]([CH2:20][C:21]([OH:23])=[O:22])[C:3]1[N:8]=[CH:7][CH:6]=[C:5]([C:9]2[S:10][C:11]3[CH:19]=[CH:18][CH:17]=[CH:16][C:12]=3[C:13](=[O:15])[N:14]=2)[N:4]=1. Reported procedure: tert-Butyl {methyl [6-(4-oxo-4H-1,3-benzothiazin-2-yl)-2-pyrimidinyl]amino}acetate (0.20 g, 0.52 mmol) was dissolved in trifluoroacetic acid (5 ml), and the mixture was stirred for 0.5 hr. Diisopropyl ether was added thereto. The obtained crystals were recrystallized from ethanol to give the titled compound (0.15 g, 87%) as pale yellow crystals. As a reaction SMILES: [CH2:32]([OH:33])[CH3:34].[CH3:1][C:2]([CH2:3][N:4]([c:5]1[n:6][c:7]([S:26][CH3:27])[n:8][c:9]([NH:13][c:14]2[c:15]([CH3:25])[cH:16][cH:17][c:18](-[c:20]3[n:21][n:22][cH:23][nH:24]3)[cH:19]2)[c:10]1[C:11]#[N:12])[CH3:28])([CH3:29])[CH3:30].[OH2:31].[OH2:35]>>[CH3:1][C:2]([CH2:3][N:4]([c:5]1[n:6][cH:7][n:8][c:9]([NH:13][c:14]2[c:15]([CH3:25])[cH:16][cH:17][c:18](-[c:20]3[n:21][n:22][cH:23][nH:24]3)[cH:19]2)[c:10]1[C:11]#[N:12])[CH3:28])([CH3:29])[CH3:30]. Product: Cc1ccc(-c2nnc[nH]2)cc1Nc1ncnc(N(C)CC(C)(C)C)c1C#N. The reactants are CCO, CSc1nc(Nc2cc(-c3nnc[nH]3)ccc2C)c(C#N)c(N(C)CC(C)(C)C)n1, O, O. Yields the product C(C)(C)(C)OC(=O)OC1=C(C(=O)OC(C)(C)C)C(=CC=C1C(F)(F)F)COC1=CC=C(C=C1)C1=C(C=C(C=C1)CC(=O)OC)[N+](=O)[O-] (tert-butyl 2-[(tert-butoxycarbonyl)oxy]-6-[({4′-[(methoxycarbonyl)methyl]-2′-nitro-1,1′-biphenyl-4-yl}oxy)methyl]-3-(trifluoromethyl)benzoate). Reported procedure: Potassium carbonate (147 mg, 1.06 mmol) was added to a solution of methyl (4′-hydroxy-2-nitro-1,1′-biphenyl-4-yl)acetate (203 mg, 0.71 mmol) obtained in Example (37-1) and tert-butyl 6-(bromomethyl)-2-[(tert-butoxycarbonyl)oxy]-3-(trifluoromethyl)benzoate (330 mg, 0.781 mmol) obtained in Example (28-5) in acetone (15 ml), and the mixture was stirred at 70° C. for 8 hours. The reaction mixture was poured into water and extracted with ethyl acetate. The organic layer was successively washed with w... Run at temperature 70 celsius, time 8 hour. The solvent is CC(=O)C (acetone). RXN SMILES: C(=O)([O-])[O-].[K+].[K+].[OH:7][C:8]1[CH:13]=[CH:12][C:11]([C:14]2[CH:19]=[CH:18][C:17]([CH2:20][C:21]([O:23][CH3:24])=[O:22])=[CH:16][C:15]=2[N+:25]([O-:27])=[O:26])=[CH:10][CH:9]=1.Br[CH2:29][C:30]1[C:35]([C:36]([O:38][C:39]([CH3:42])([CH3:41])[CH3:40])=[O:37])=[C:34]([O:43][C:44]([O:46][C:47]([CH3:50])([CH3:49])[CH3:48])=[O:45])[C:33]([C:51]([F:54])([F:53])[F:52])=[CH:32][CH:31]=1.O>CC(C)=O>[C:47]([O:46][C:44]([O:43][C:34]1[C:33]([C:51]([F:52])([F:53])[F:54])=[CH:32][CH:31]=[C:30]([CH2:29][O:7][C:8]2[CH:13]=[CH:12][C:11]([C:14]3[CH:19]=[CH:18][C:17]([CH2:20][C:21]([O:23][CH3:24])=[O:22])=[CH:16][C:15]=3[N+:25]([O-:27])=[O:26])=[CH:10][CH:9]=2)[C:35]=1[C:36]([O:38][C:39]([CH3:42])([CH3:41])[CH3:40])=[O:37])=[O:45])([CH3:48])([CH3:49])[CH3:50] |f:0.1.2|. Starting materials: O (water), C([O-])([O-])=O.[K+].[K+] (Potassium carbonate), OC1=CC=C(C=C1)C1=C(C=C(C=C1)CC(=O)OC)[N+](=O)[O-] (methyl (4′-hydroxy-2-nitro-1,1′-biphenyl-4-yl)acetate), BrCC1=CC=C(C(=C1C(=O)OC(C)(C)C)OC(=O)OC(C)(C)C)C(F)(F)F (tert-butyl 6-(bromomethyl)-2-[(tert-butoxycarbonyl)oxy]-3-(trifluoromethyl)benzoate).